This data is from the Open Reaction Database (ORD), a public repository of structured organic reaction records. The task is: describe an organic reaction: reactants, conditions, products, and yield Starting materials: CCN(CC)C(=O)c1ccc(Cc2ccccc2OCCN2CCC(n3c(CO)nc4ccccc43)CC2)cc1, COCCO[AlH2-]OCCOC, Cc1ccccc1, [Na+], C1CCOC1. The product is CCN(CC)Cc1ccc(Cc2ccccc2OCCN2CCC(n3c(CO)nc4ccccc43)CC2)cc1. Reaction SMILES: [CH2:1]([CH3:2])[N:3]([C:4](=[O:5])[c:6]1[cH:7][cH:8][c:9]([CH2:10][c:11]2[c:12]([O:13][CH2:14][CH2:15][N:16]3[CH2:17][CH2:18][CH:19]([n:22]4[c:23]([CH2:31][OH:32])[n:24][c:25]5[c:26]4[cH:27][cH:28][cH:29][cH:30]5)[CH2:20][CH2:21]3)[cH:33][cH:34][cH:35][cH:36]2)[cH:37][cH:38]1)[CH2:39][CH3:40].[CH3:42][O:43][CH2:44][CH2:45][O:46][AlH2-:47][O:48][CH2:49][CH2:50][O:51][CH3:52].[CH3:58][c:59]1[cH:60][cH:61][cH:62][cH:63][cH:64]1.[Na+:41].[O:53]1[CH2:54][CH2:55][CH2:56][CH2:57]1>>[CH2:1]([CH3:2])[N:3]([CH2:4][c:6]1[cH:7][cH:8][c:9]([CH2:10][c:11]2[c:12]([O:13][CH2:14][CH2:15][N:16]3[CH2:17][CH2:18][CH:19]([n:22]4[c:23]([CH2:31][OH:32])[n:24][c:25]5[c:26]4[cH:27][cH:28][cH:29][cH:30]5)[CH2:20][CH2:21]3)[cH:33][cH:34][cH:35][cH:36]2)[cH:37][cH:38]1)[CH2:39][CH3:40]. The reactants are N1(CCNCC1)C=1C=C2CCC(NC2=CC1)=O (6-(1-piperazinyl)-3,4-dihydrocarbostyril), C([O-])([O-])=O.[K+].[K+] (potassium carbonate), CN(P(N(C)C)(N(C)C)=O)C (hexamethylphosphoric triamide), OC1=CC=C(CCl)C=C1 (4-hydroxybenzyl chloride). Solvent: O (water). Reaction conditions: temperature 90 celsius, time 2.5 hour. Product: OC1=CC=C(CN2CCN(CC2)C=2C=C3CCC(NC3=CC2)=O)C=C1 (6-[4-(4-hydroxybenzyl)-1-piperazinyl]-3,4-dihydrocarbostyril). Yield: 19.5%. As a reaction SMILES: [N:1]1([C:7]2[CH:8]=[C:9]3[C:14](=[CH:15][CH:16]=2)[NH:13][C:12](=[O:17])[CH2:11][CH2:10]3)[CH2:6][CH2:5][NH:4][CH2:3][CH2:2]1.C(=O)([O-])[O-].[K+].[K+].CN(C)P(=O)(N(C)C)N(C)C.[OH:35][C:36]1[CH:43]=[CH:42][C:39]([CH2:40]Cl)=[CH:38][CH:37]=1>O>[OH:35][C:36]1[CH:43]=[CH:42][C:39]([CH2:40][N:4]2[CH2:5][CH2:6][N:1]([C:7]3[CH:8]=[C:9]4[C:14](=[CH:15][CH:16]=3)[NH:13][C:12](=[O:17])[CH2:11][CH2:10]4)[CH2:2][CH2:3]2)=[CH:38][CH:37]=1 |f:1.2.3|. Procedure: To a mixture of 1.2 g of 6-(1-piperazinyl)-3,4-dihydrocarbostyril, 1.17 g of potassium carbonate and 20 ml of hexamethylphosphoric triamide was added 651 mg of 4-hydroxybenzyl chloride and the mixture was stirred at 90° C. for 2.5 hours. The reaction mixture was poured into a large amount of water and extracted with chloroform. After washing with water, the extract was dried over anhydrous sodium sulfate. Chloroform was distilled off and the residue was purified through silica gel column chromat...